From a dataset of the Open Reaction Database (ORD), a public repository of structured organic reaction records. describe an organic reaction: reactants, conditions, products, and yield Reaction conditions: time 30 minute. The solvent is CS(=O)C (dimethyl sulfoxide). The yield is 68.9%. Reaction SMILES: [O:1]1[CH:5]=[CH:4][CH:3]=[C:2]1[CH2:6][N:7]1[C:15]2[N:14]=[C:13]([CH3:16])[NH:12][C:11]=2[C:10](=[O:17])[NH:9][C:8]1=[O:18].[H-].[Na+].[C:21]([O:27][CH2:28]Cl)(=[O:26])[C:22]([CH3:25])([CH3:24])[CH3:23]>CS(C)=O>[O:1]1[CH:5]=[CH:4][CH:3]=[C:2]1[CH2:6][N:7]1[C:15]2[N:14]=[C:13]([CH3:16])[N:12]([CH2:28][O:27][C:21](=[O:26])[C:22]([CH3:25])([CH3:24])[CH3:23])[C:11]=2[C:10](=[O:17])[NH:9][C:8]1=[O:18] |f:1.2|. Starting materials: O1C(=CC=C1)CN1C(NC(C=2NC(=NC12)C)=O)=O (3-(2-furylmethyl)-8-methylxanthine), [H-].[Na+] (sodium hydride), C(C(C)(C)C)(=O)OCCl (chloromethyl pivalate). Yields the product O1C(=CC=C1)CN1C(NC(C=2N(C(=NC12)C)COC(C(C)(C)C)=O)=O)=O (3-(2-Furylmethyl)-7-pivaloyloxymethyl-8-methylxanthine). Procedure: To a stirring solution of 3-(2-furylmethyl)-8-methylxanthine (1.35 g, 5.48 mmol) in dimethyl sulfoxide (20 ml) was added sodium hydride (132 mg, 5.48 mmol) in one portion. After 30 minutes, chloromethyl pivalate (0.83 ml, 5.76 mmol) was added neat. The reaction was allowed to stir at ambient temperature for 24 h. The reaction was quenched by slow addition of water (75 ml). After stirring for 3 hours, the solid was filtered and rinsed with water (4×50 ml) and ethanol (50 ml). The product was recr...